This data is from the Open Reaction Database (ORD), a public repository of structured organic reaction records. The task is: describe an organic reaction: reactants, conditions, products, and yield Starting materials: O=C(O)c1ccc2nccnc2c1, Cc1ccc(N)cc1. Reagents/catalysts: C1=CC=C(C=C1)P(=O)(C2=CC=CC=C2)OC3=C(C(=C(C(=C3F)F)F)F)F (FDPP), CCN(C(C)C)C(C)C (DIPEA). Run in CN(C)C=O (DMF), CN(C)C=O (DMF), CN(C)C=O (DMF), CN(C)C=O (DMF), CN(C)C=O (DMF), CN(C)C=O (DMF). Run at temperature 25 celsius, time 2 hour. Product: Cc1ccc(NC(=O)c2ccc3nccnc3c2)cc1. Yield: 76.1%. As a reaction SMILES: Cc1ccc(N)cc1.O=C(O)c1ccc2nccnc2c1.C1=CC=C(C=C1)P(=O)(C2=CC=CC=C2)OC3=C(C(=C(C(=C3F)F)F)F)F.CCN(C(C)C)C(C)C.CN(C)C=O>>Cc1ccc(NC(=O)c2ccc3nccnc3c2)cc1. Reactants: FCC(CC(=C)C)N1C(C=2C(C1=O)=CC=CC2)=O (1-fluoro-2-phthalimido-4-methyl-4-pentene), BrN1C(CCC1=O)=O (N-bromosuccinimide), C(C1=CC=CC=C1)(=O)OOC(C1=CC=CC=C1)=O (benzoyl peroxide). Run in C(Cl)(Cl)(Cl)Cl (carbontetrachloride). The product is FCC(CC(CBr)=C)N1C(C=2C(C1=O)=CC=CC2)=O (1-Fluoro-2-phthalimido-4-methylene-5-bromo-pentane). As a reaction SMILES: [F:1][CH2:2][CH:3]([N:8]1[C:12](=[O:13])[C:11]2=[CH:14][CH:15]=[CH:16][CH:17]=[C:10]2[C:9]1=[O:18])[CH2:4][C:5]([CH3:7])=[CH2:6].[Br:19]N1C(=O)CCC1=O.C(OOC(=O)C1C=CC=CC=1)(=O)C1C=CC=CC=1>C(Cl)(Cl)(Cl)Cl>[F:1][CH2:2][CH:3]([N:8]1[C:12](=[O:13])[C:11]2=[CH:14][CH:15]=[CH:16][CH:17]=[C:10]2[C:9]1=[O:18])[CH2:4][C:5](=[CH2:7])[CH2:6][Br:19]. Procedure details: A mixture of 1-fluoro-2-phthalimido-4-methyl-4-pentene (28.3 g, 115 mmoles) prepared as in step B above, N-bromosuccinimide (20.4 g, 115 mmoles), carbontetrachloride (300 mL), and a few mgs of benzoyl peroxide is heated under strong reflux (325 W lamp) during 7.5 hours. After cooling and filtration, the solution is washed with water (100 mL, 3 times), dried over magnesium sulfate and concentrated. The oily residue (quantitative), consisting mainly of the title compound plus some 1-fluoro-2-phtha... Starting materials: COC1=CC=C(C=C(C(=O)OCC)C)C=C1 (Ethyl p-methoxy-α-methylcinnamate), [H][H] (hydrogen). Reagents/catalysts: [Pd] (palladium on carbon). The solvent is 2B, C(C)O (ethanol). Yields the product COC1=CC=C(C=C1)CC(C(=O)OCC)C (ethyl β-(p-methoxyphenyl)-α-methylpropionate). Reaction SMILES: [CH3:1][O:2][C:3]1[CH:16]=[CH:15][C:6]([CH:7]=[C:8]([CH3:14])[C:9]([O:11][CH2:12][CH3:13])=[O:10])=[CH:5][CH:4]=1.[H][H]>C(O)C.[Pd]>[CH3:1][O:2][C:3]1[CH:4]=[CH:5][C:6]([CH2:7][CH:8]([CH3:14])[C:9]([O:11][CH2:12][CH3:13])=[O:10])=[CH:15][CH:16]=1. Reported procedure: Ethyl p-methoxy-α-methylcinnamate (39.1 g) is dissolved in 186 ml of 2B ethanol. This solution is shaken with 1.5 g of 10% palladium on carbon at an initial pressure of 60 psi until the uptake of hydrogen is 100%. The reaction mixture is removed on an evaporator leaving ethyl β-(p-methoxyphenyl)-α-methylpropionate. Starting materials: substituted benzyl amines, C(=O)([O-])[O-].[Na+].[Na+] (Na2CO3), N1[C@H](CCC1)C(=O)N[C@@H](C)C1=CC=C(C(=O)OC)C=C1 (methyl 4-((S)-1-((R)-pyrrolidine-2-carboxamido)ethyl)benzoate), FC=1C=C(CBr)C=CC1 (3-fluoro benzyl bromide). The product is FC=1C=C(CN2[C@H](CCC2)C(=O)N[C@@H](C)C2=CC=C(C(=O)OC)C=C2)C=CC1 (methyl 4-((S)-1-((R)-1-(3-fluorobenzyl)pyrrolidine-2-carboxamido)ethyl)benzoate). Yield: 79.5%. RXN SMILES: [NH:1]1[CH2:5][CH2:4][CH2:3][C@@H:2]1[C:6]([NH:8][C@H:9]([C:11]1[CH:20]=[CH:19][C:14]([C:15]([O:17][CH3:18])=[O:16])=[CH:13][CH:12]=1)[CH3:10])=[O:7].[F:21][C:22]1[CH:23]=[C:24]([CH:27]=[CH:28][CH:29]=1)[CH2:25]Br.C([O-])([O-])=O.[Na+].[Na+]>>[F:21][C:22]1[CH:23]=[C:24]([CH:27]=[CH:28][CH:29]=1)[CH2:25][N:1]1[CH2:5][CH2:4][CH2:3][C@@H:2]1[C:6]([NH:8][C@H:9]([C:11]1[CH:12]=[CH:13][C:14]([C:15]([O:17][CH3:18])=[O:16])=[CH:19][CH:20]=1)[CH3:10])=[O:7] |f:2.3.4|. Procedure details: The title compound (D31) (55 mg) was prepared according to the general procedure for substituted benzyl amines preparation starting from methyl 4-((S)-1-((R)-pyrrolidine-2-carboxamido)ethyl)benzoate (D14) (50 mg, 0.18 mmol) and 3-fluoro benzyl bromide (0.044 ml, 0.36 mmol). (Na2CO3: 2.5 eq; reaction time: 5 hrs; 70° C.) Reactants: C1CNCCN1, CCn1cc(C(=O)O)c(=O)c2ccc(Cl)c(C)c21, CN(C)P(=O)(N(C)C)N(C)C. Yields the product CCn1cc(C(=O)O)c(=O)c2ccc(N3CCNCC3)c(C)c21, Cl. Reaction SMILES: [CH2:19]1[CH2:20][NH:21][CH2:22][CH2:23][NH:24]1.[CH2:1]([CH3:2])[n:3]1[cH:4][c:5]([C:16](=[O:17])[OH:18])[c:6](=[O:15])[c:7]2[cH:8][cH:9][c:10]([Cl:14])[c:11]([CH3:13])[c:12]12.[CH3:25][N:26]([P:27]([N:28]([CH3:29])[CH3:30])([N:31]([CH3:32])[CH3:33])=[O:34])[CH3:35]>>[CH2:1]([CH3:2])[n:3]1[cH:4][c:5]([C:16](=[O:17])[OH:18])[c:6](=[O:15])[c:7]2[cH:8][cH:9][c:10]([N:21]3[CH2:20][CH2:19][NH:24][CH2:23][CH2:22]3)[c:11]([CH3:13])[c:12]12.[ClH:14].